Dataset: the Open Reaction Database (ORD), a public repository of structured organic reaction records. Task: describe an organic reaction: reactants, conditions, products, and yield The reactants are CCCCCCCCC1Cc2ccc(Br)cc2C1=O, CN(C)C=O, N#C[Cu], NCCN, O. Product: CCCCCCCCC1Cc2ccc(C#N)cc2C1=O. As a reaction SMILES: [Br:1][c:2]1[cH:3][cH:4][c:5]2[c:9]([cH:10]1)[C:8](=[O:11])[CH:7]([CH2:12][CH2:13][CH2:14][CH2:15][CH2:16][CH2:17][CH2:18][CH3:19])[CH2:6]2.[CH3:23][N:24]([CH3:25])[CH:26]=[O:27].[Cu:20][C:21]#[N:22].[NH2:28][CH2:29][CH2:30][NH2:31].[OH2:32]>>[c:2]1([C:21]#[N:22])[cH:3][cH:4][c:5]2[c:9]([cH:10]1)[C:8](=[O:11])[CH:7]([CH2:12][CH2:13][CH2:14][CH2:15][CH2:16][CH2:17][CH2:18][CH3:19])[CH2:6]2. Starting materials: CC(=O)NCCNc1cc(NC(=O)CCl)nc(-c2ccccc2)n1, Fc1ccc(CC2CCNCC2)cc1. The product is CC(=O)NCCNc1cc(NC(=O)CN2CCC(Cc3ccc(F)cc3)CC2)nc(-c2ccccc2)n1. RXN SMILES: [C:1]([CH3:2])(=[O:3])[NH:4][CH2:5][CH2:6][NH:7][c:8]1[cH:9][c:10]([NH:20][C:21]([CH2:22][Cl:23])=[O:24])[n:11][c:12](-[c:14]2[cH:15][cH:16][cH:17][cH:18][cH:19]2)[n:13]1.[F:25][c:26]1[cH:27][cH:28][c:29]([CH2:30][CH:31]2[CH2:32][CH2:33][NH:34][CH2:35][CH2:36]2)[cH:37][cH:38]1>>[C:1]([CH3:2])(=[O:3])[NH:4][CH2:5][CH2:6][NH:7][c:8]1[cH:9][c:10]([NH:20][C:21]([CH2:22][N:34]2[CH2:33][CH2:32][CH:31]([CH2:30][c:29]3[cH:28][cH:27][c:26]([F:25])[cH:38][cH:37]3)[CH2:36][CH2:35]2)=[O:24])[n:11][c:12](-[c:14]2[cH:15][cH:16][cH:17][cH:18][cH:19]2)[n:13]1. Starting materials: ClCCl, CC(=O)[O-], CC1(C)CCCC(C)(C)N1O, O=c1n(Cl)c(=O)n(Cl)c(=O)n1Cl, [Na+], OCc1ccccc1. The product is O=Cc1ccccc1. RXN SMILES: [CH2:37]([Cl:38])[Cl:39].[CH3:14][C:15](=[O:16])[O-:17].[CH3:18][C:19]1([CH3:28])[N:20]([O:21])[C:22]([CH3:23])([CH3:24])[CH2:25][CH2:26][CH2:27]1.[Cl:1][n:2]1[c:3](=[O:4])[n:5]([Cl:6])[c:7](=[O:8])[n:9]([Cl:10])[c:11]1=[O:12].[Na+:13].[OH:29][CH2:30][c:31]1[cH:32][cH:33][cH:34][cH:35][cH:36]1>>[O:29]=[CH:30][c:31]1[cH:32][cH:33][cH:34][cH:35][cH:36]1. Reactants: N1C(CC2=CC=CC=C12)=O (2-indolinone), C(CCC)(=O)Cl (butyric acid chloride). The product is C(CCC)(=O)C=1C=C2CC(NC2=CC1)=O (5-butyryl-2-indolinone). As a reaction SMILES: [NH:1]1[C:9]2[C:4](=[CH:5][CH:6]=[CH:7][CH:8]=2)[CH2:3][C:2]1=[O:10].[C:11](Cl)(=[O:15])[CH2:12][CH2:13][CH3:14]>>[C:11]([C:6]1[CH:5]=[C:4]2[C:9](=[CH:8][CH:7]=1)[NH:1][C:2](=[O:10])[CH2:3]2)(=[O:15])[CH2:12][CH2:13][CH3:14]. Procedure details: Prepared from 2-indolinone and butyric acid chloride (butyrylchloride) The reactants are NC=1C=C2C(C(=O)N(C2=O)C(CCC(=O)OC(C)(C)C)C(=O)OC(C)(C)C)=CC1 (4-amino-N-(1,3-bis-(t-butyloxycarbonyl)propyl)phthalimide), O (water), C(CCCCCCCCCCCCCCC)(=O)OC(CSCCC(=O)O)COC(CCCCCCCCCCCCCCC)=O (6,7-bis(palmitoyloxy)-4-thiaheptanoic acid), Example 24. Solvent: N1=CC=CC=C1 (pyridine), P(Cl)(Cl)Cl (phosphorus trichloride). Reaction conditions: time 2 hour. The product is C(CCCCCCCCCCCCCCC)(=O)OC(CSCCC(=O)NC=1C=C2C(C(=O)N(C2=O)C(CCC(=O)OC(C)(C)C)C(=O)OC(C)(C)C)=CC1)COC(CCCCCCCCCCCCCCC)=O (4-(6,7-bis(palmi toyloxy )-4-thiaheptanoyl)amino- N-(1,3-bis-(t-butyloxycarbonyl)propyl)phthalimide). Isolated yield 80.0%. As a reaction SMILES: [NH2:1][C:2]1[CH:3]=[C:4]2[C:9](=[O:10])[N:8]([CH:11]([C:21]([O:23][C:24]([CH3:27])([CH3:26])[CH3:25])=[O:22])[CH2:12][CH2:13][C:14]([O:16][C:17]([CH3:20])([CH3:19])[CH3:18])=[O:15])[C:6](=[O:7])[C:5]2=[CH:28][CH:29]=1.[C:30]([O:47][CH:48]([CH2:56][O:57][C:58](=[O:74])[CH2:59][CH2:60][CH2:61][CH2:62][CH2:63][CH2:64][CH2:65][CH2:66][CH2:67][CH2:68][CH2:69][CH2:70][CH2:71][CH2:72][CH3:73])[CH2:49][S:50][CH2:51][CH2:52][C:53](O)=[O:54])(=[O:46])[CH2:31][CH2:32][CH2:33][CH2:34][CH2:35][CH2:36][CH2:37][CH2:38][CH2:39][CH2:40][CH2:41][CH2:42][CH2:43][CH2:44][CH3:45].O>N1C=CC=CC=1.P(Cl)(Cl)Cl>[C:30]([O:47][CH:48]([CH2:56][O:57][C:58](=[O:74])[CH2:59][CH2:60][CH2:61][CH2:62][CH2:63][CH2:64][CH2:65][CH2:66][CH2:67][CH2:68][CH2:69][CH2:70][CH2:71][CH2:72][CH3:73])[CH2:49][S:50][CH2:51][CH2:52][C:53]([NH:1][C:2]1[CH:3]=[C:4]2[C:9](=[O:10])[N:8]([CH:11]([C:21]([O:23][C:24]([CH3:27])([CH3:26])[CH3:25])=[O:22])[CH2:12][CH2:13][C:14]([O:16][C:17]([CH3:19])([CH3:20])[CH3:18])=[O:15])[C:6](=[O:7])[C:5]2=[CH:28][CH:29]=1)=[O:54])(=[O:46])[CH2:31][CH2:32][CH2:33][CH2:34][CH2:35][CH2:36][CH2:37][CH2:38][CH2:39][CH2:40][CH2:41][CH2:42][CH2:43][CH2:44][CH3:45]. Procedure: To a solution of 4-amino-N-(1,3-bis-(t-butyloxycarbonyl)propyl)phthalimide (178 mg) in pyridine (2.3 ml), phosphorus trichloride (0.020 ml) was added, followed by stirring at room temperature for 2 hours. To this mixture, 6,7-bis(palmitoyloxy)-4-thiaheptanoic acid as obtained in Reference Example 24 (150 mg) was added, followed by stirring at room temperature for 24 hours. After addition of water, the reaction mixture was extracted with ethyl acetate. The extract was washed with a 5% aqueous sol... Starting materials: ClC=1C=C(C=C(C1SC1=CC(=C(C=C1)OC)CC=1C=NC(=CC1)OC)Cl)[N+](=O)[O-] (3,5-Dichloro-4-(4'-methoxy-3'-(6-methoxy-3-pyridylmethyl)phenylthio)-nitrobenzene). Reagents/catalysts: [Fe] (iron). Run in C(C)(=O)O (acetic acid). Yields the product ClC=1C=C(N)C=C(C1SC1=CC(=C(C=C1)OC)CC=1C=NC(=CC1)OC)Cl (3,5-Dichloro-4-(4'-methoxy-3'-(6-methoxy-3-pyridylmethyl)phenylthio) aniline), solid. Isolated yield 79.0%. Reaction SMILES: [Cl:1][C:2]1[CH:3]=[C:4]([N+:27]([O-])=O)[CH:5]=[C:6]([Cl:26])[C:7]=1[S:8][C:9]1[CH:14]=[CH:13][C:12]([O:15][CH3:16])=[C:11]([CH2:17][C:18]2[CH:19]=[N:20][C:21]([O:24][CH3:25])=[CH:22][CH:23]=2)[CH:10]=1>C(O)(=O)C.[Fe]>[Cl:1][C:2]1[CH:3]=[C:4]([CH:5]=[C:6]([Cl:26])[C:7]=1[S:8][C:9]1[CH:14]=[CH:13][C:12]([O:15][CH3:16])=[C:11]([CH2:17][C:18]2[CH:19]=[N:20][C:21]([O:24][CH3:25])=[CH:22][CH:23]=2)[CH:10]=1)[NH2:27]. Procedure details: 3,5-Dichloro-4-(4'-methoxy-3'-(6-methoxy-3-pyridylmethyl)phenylthio)-nitrobenzene (28.60 g) and iron powder (35 g) were stirred with heating in glacial acetic acid (250 ml) at 90° for 40 minutes. The mixture was cooled, filtered, then evaporated to dryness and the resulting gum redissolved in chloroform, washed with water (twice), dried over anhydrous magnesium sulphate and evaporated to give the crude product as a light brown gum (27.17 g). This gum was chromatographed on silica gel using ethyl... Reactants: BrC=1C=C(C=CC1)N1CCN(CC1)CC(=O)N1CCN(CC1)C1CCC1 (1-(3-bromophenyl)-4-[2-(4-cyclobutylpiperazin-1-yl)-2-oxoethyl]piperazine), CC1(C2=C(C(=CC=C2)P(C3=CC=CC=C3)C4=CC=CC=C4)OC5=C(C=CC=C51)P(C6=CC=CC=C6)C7=CC=CC=C7)C (xantphos), N1C(CCC1)=O (2-pyrrolidone), C(=O)([O-])[O-].[Cs+].[Cs+] (Cs2CO3). Reagents/catalysts: C=1C=CC(=CC1)/C=C/C(=O)/C=C/C2=CC=CC=C2.C=1C=CC(=CC1)/C=C/C(=O)/C=C/C2=CC=CC=C2.C=1C=CC(=CC1)/C=C/C(=O)/C=C/C2=CC=CC=C2.[Pd].[Pd] (Pd2dba3). Run at temperature 120 celsius. The product is C1(CCC1)N1CCN(CC1)C(CN1CCN(CC1)C1=CC=C(C=C1)N1C(CCC1)=O)=O (1-(4-{4-[2-(4-Cyclobutylpiperazin-1-yl)-2-oxoethyl]piperazin-1-yl}phenyl)pyrrolidin-2-one). Reaction SMILES: Br[C:2]1[CH:3]=[C:4]([N:8]2[CH2:13][CH2:12][N:11]([CH2:14][C:15]([N:17]3[CH2:22][CH2:21][N:20]([CH:23]4[CH2:26][CH2:25][CH2:24]4)[CH2:19][CH2:18]3)=[O:16])[CH2:10][CH2:9]2)[CH:5]=[CH:6][CH:7]=1.[NH:27]1[CH2:31][CH2:30][CH2:29][C:28]1=[O:32].C([O-])([O-])=O.[Cs+].[Cs+].CC1(C)C2C(=C(P(C3C=CC=CC=3)C3C=CC=CC=3)C=CC=2)OC2C(P(C3C=CC=CC=3)C3C=CC=CC=3)=CC=CC1=2>C1C=CC(/C=C/C(/C=C/C2C=CC=CC=2)=O)=CC=1.C1C=CC(/C=C/C(/C=C/C2C=CC=CC=2)=O)=CC=1.C1C=CC(/C=C/C(/C=C/C2C=CC=CC=2)=O)=CC=1.[Pd].[Pd]>[CH:23]1([N:20]2[CH2:21][CH2:22][N:17]([C:15](=[O:16])[CH2:14][N:11]3[CH2:12][CH2:13][N:8]([C:4]4[CH:5]=[CH:6][C:7]([N:27]5[CH2:31][CH2:30][CH2:29][C:28]5=[O:32])=[CH:2][CH:3]=4)[CH2:9][CH2:10]3)[CH2:18][CH2:19]2)[CH2:26][CH2:25][CH2:24]1 |f:2.3.4,6.7.8.9.10|. Procedure: In a sealed tube, place 1-(3-bromophenyl)-4-[2-(4-cyclobutylpiperazin-1-yl)-2-oxoethyl]piperazine (150 mg, 0.355 mmol), 2-pyrrolidone (90 mg, 1.07 mmol), Cs2CO3 (346 mg, 1.065 mmol), xantphos (20 mg, 0.036 mmol), and Pd2dba3 (32 mg, 0.355 mmol). Add dioxane (6 mL) and degas the mixture with N2. Seal the tube and heat at 120° C. overnight. Cool and partition between EtOAc (50 mL) and 1N NaOH (50 mL). Extract with EtOAc (2×50 mL). Combine, dry and evaporate the organic extracts. Purify the crude p...